This data is from the Open Reaction Database (ORD), a public repository of structured organic reaction records. The task is: describe an organic reaction: reactants, conditions, products, and yield Run in N1=CC=CC=C1 (pyridine). Product: CC[Si](CC)(CC)O[C@H]1C[C@@H]2[C@@](CO2)([C@@H]3[C@@]1(C(=O)[C@@H](C4=C([C@H](C[C@@]([C@H]3OC(=O)C5=CC=CC=C5)(C4(C)C)O)O)C)O)C)OC(=O)C (10-deacetyl-7-triethylsilylbaccatine III). Run at temperature 0 celsius, time 24 hour. As a reaction SMILES: [CH3:1][C:2]1[C@@H:19]([OH:20])[CH2:18][C@:14]2([OH:21])[C:15]([CH3:17])([CH3:16])[C:3]=1[C@@H:4]([OH:39])[C:5]([C@@:7]1([CH3:38])[C@H:12]([C@@H:13]2[O:22][C:23]([C:25]2[CH:26]=[CH:27][CH:28]=[CH:29][CH:30]=2)=[O:24])[C@:11]2([O:33][C:34]([CH3:36])=[O:35])[CH2:31][O:32][C@@H:10]2[CH2:9][C@@H:8]1[OH:37])=[O:6].[CH2:40]([Si:42](Cl)([CH2:45][CH3:46])[CH2:43][CH3:44])[CH3:41].C(OCC)(=O)C.O>N1C=CC=CC=1>[CH3:41][CH2:40][Si:42]([O:37][C@@H:8]1[C@@:7]2([CH3:38])[C:5]([C@H:4]([OH:39])[C:3]3[C:15]([CH3:16])([CH3:17])[C@:14]([OH:21])([C@@H:13]([O:22][C:23]([C:25]4[CH:30]=[CH:29][CH:28]=[CH:27][CH:26]=4)=[O:24])[C@@H:12]2[C@:11]2([O:33][C:34]([CH3:36])=[O:35])[CH2:31][O:32][C@@H:10]2[CH2:9]1)[CH2:18][C@H:19]([OH:20])[C:2]=3[CH3:1])=[O:6])([CH2:45][CH3:46])[CH2:43][CH3:44]. Procedure details: 544 mg (1 mmol) of 10-deacetylbaccatine III, dissolved in 50 cm3 of anhydrous pyridine, are introduced under an argon atmosphere into a 100-cm3 round-bottomed flask equipped with a magnetic stirrer. 3.36 cm3 (3.014 g; 20 mmol) of triethylsilyl chloride are then added. The homogeneous, yellow reaction mixture is then stirred for 24 hours at 0° C. Ethyl acetate and water are then added. After settling has taken place, the separated aqueous phase is extracted with ethyl acetate. The combined organi... The reactants are CC1=C2[C@H](C(=O)[C@@]3([C@H](C[C@@H]4[C@]([C@H]3[C@@H]([C@@](C2(C)C)(C[C@@H]1O)O)OC(=O)C=5C=CC=CC5)(CO4)OC(=O)C)O)C)O (10-deacetylbaccatine III), C(C)(=O)OCC (Ethyl acetate), O (water), C(C)[Si](CC)(CC)Cl (triethylsilyl chloride). Isolated yield 77.8%. Starting materials: Nc1c(F)cccc1Br, [Cl-], Cl, O=N[O-], [Na+], [Na+], [OH-]. Product: NNc1c(F)cccc1Br, Cl. Reaction SMILES: [Br:1][c:2]1[c:3]([NH2:4])[c:5]([F:9])[cH:6][cH:7][cH:8]1.[Cl-:15].[ClH:10].[N:11]([O-:12])=[O:13].[Na+:14].[Na+:17].[OH-:16]>>[Br:1][c:2]1[c:3]([NH:4][NH2:11])[c:5]([F:9])[cH:6][cH:7][cH:8]1.[ClH:10]. Reactants: [Al+3], CCOC(C)=O, [Cl-], [Cl-], [Cl-], COc1cc2c(c([N+](=O)[O-])c1O)C(=O)OC2=O, c1ccncc1. The product is O=C1OC(=O)c2c1cc(O)c(O)c2[N+](=O)[O-]. As a reaction SMILES: [Al+3:19].[CH3:28][CH2:29][O:30][C:31](=[O:32])[CH3:33].[Cl-:18].[Cl-:20].[Cl-:21].[OH:1][c:2]1[c:3]([N+:15](=[O:16])[O-:17])[c:4]2[c:8]([cH:9][c:10]1[O:11][CH3:12])[C:7](=[O:13])[O:6][C:5]2=[O:14].[cH:22]1[cH:23][cH:24][n:25][cH:26][cH:27]1>>[OH:1][c:2]1[c:3]([N+:15](=[O:16])[O-:17])[c:4]2[c:8]([cH:9][c:10]1[OH:11])[C:7](=[O:13])[O:6][C:5]2=[O:14]. Reactants: O(C1=CC=CC=C1)CC(=O)NC1C(N(C1SSC=1SC2=C(N1)C=CC(=C2)[N+](=O)[O-])C(C(=O)OCC2=CC=CC=C2)C(=C)C)=O (benzyl 2-[3-phenoxyacetamido-4-(6-nitrobenzothiazol-2-yldithio)-2-azetidinon-1-yl]-3-methyl-3-butenoate), C1(=CC=CC=C1)S(=O)(=O)C#N (benzenesulfonyl cyanide), C1(=CC=CC=C1)S(=O)[O-].[Na+] (sodium benzenesulfinate). Solvent: CC(=O)C (acetone). Yields the product O(C1=CC=CC=C1)CC(=O)NC1C(N(C1SS(=O)(=O)C1=CC=CC=C1)C(C(=O)OCC1=CC=CC=C1)C(=C)C)=O (benzyl 2-(3-phenoxyacetamido-4-benzenesulfonylthio-2-azetidinon-1-yl)-3-methyl-3-butenoate). Isolated yield 81.0%. Reaction SMILES: [O:1]([CH2:8][C:9]([NH:11][CH:12]1[CH:15]([S:16]SC2SC3C=C([N+]([O-])=O)C=CC=3N=2)[N:14]([CH:30]([C:41]([CH3:43])=[CH2:42])[C:31]([O:33][CH2:34][C:35]2[CH:40]=[CH:39][CH:38]=[CH:37][CH:36]=2)=[O:32])[C:13]1=[O:44])=[O:10])[C:2]1[CH:7]=[CH:6][CH:5]=[CH:4][CH:3]=1.[C:45]1([S:51](C#N)(=[O:53])=[O:52])[CH:50]=[CH:49][CH:48]=[CH:47][CH:46]=1.C1(S([O-])=O)C=CC=CC=1.[Na+]>CC(C)=O>[O:1]([CH2:8][C:9]([NH:11][CH:12]1[CH:15]([S:16][S:51]([C:45]2[CH:46]=[CH:47][CH:48]=[CH:49][CH:50]=2)(=[O:52])=[O:53])[N:14]([CH:30]([C:41]([CH3:43])=[CH2:42])[C:31]([O:33][CH2:34][C:35]2[CH:36]=[CH:37][CH:38]=[CH:39][CH:40]=2)=[O:32])[C:13]1=[O:44])=[O:10])[C:2]1[CH:7]=[CH:6][CH:5]=[CH:4][CH:3]=1 |f:2.3|. Reported procedure: A 362 mg quantity of benzyl 2-[3-phenoxyacetamido-4-(6-nitrobenzothiazol-2-yldithio)-2-azetidinon-1-yl]-3-methyl-3-butenoate and 112 mg of benzenesulfonyl cyanide were dissolved in 3.5 ml of acetone. To the solution was added 3 mg of sodium benzenesulfinate and the mixture was reacted at room temperature for 2 hours. The same subsequent procedure as in Example 5 was followed, producing benzyl 2-(3-phenoxyacetamido-4-benzenesulfonylthio-2-azetidinon-1-yl)-3-methyl-3-butenoate in a yield of 81%. T... Starting materials: COc1ccc(Br)c([N+](=O)[O-])c1, CCO, Cl, [Fe]. The product is COc1ccc(Br)c(N)c1. RXN SMILES: [Br:1][c:2]1[c:3]([N+:10]([O-:11])=[O:12])[cH:4][c:5]([O:8][CH3:9])[cH:6][cH:7]1.[CH3:14][CH2:15][OH:16].[ClH:13].[Fe:17]>>[Br:1][c:2]1[c:3]([NH2:10])[cH:4][c:5]([O:8][CH3:9])[cH:6][cH:7]1. The reactants are ICCC1=C(N=CO1)C1=CC=CC=C1 (5-(2-iodoethyl)-4-phenyloxazole), [Na] (Sodium), ice water, C(C)(=O)OCC (ethyl acetate). Solvent: CS(=O)C (dimethyl sulfoxide), CS(=O)C (dimethyl sulfoxide). Product: C1(=CC=CC=C1)C=1N=COC1CCC(=O)O (4-phenyloxazole-5-propionic acid). Reaction SMILES: [Na].I[CH2:3][CH2:4][C:5]1[O:9][CH:8]=[N:7][C:6]=1[C:10]1[CH:15]=[CH:14][CH:13]=[CH:12][CH:11]=1.[C:16]([O:19]CC)(=[O:18])C>CS(C)=O>[C:10]1([C:6]2[N:7]=[CH:8][O:9][C:5]=2[CH2:4][CH2:3][C:16]([OH:19])=[O:18])[CH:15]=[CH:14][CH:13]=[CH:12][CH:11]=1 |^1:0|. Procedure: Sodium cyannide (1.18 g) was dissolved in dimethyl sulfoxide (40 ml) and, under stirring, a solution of 5-(2-iodoethyl)-4-phenyloxazole (6.0 g) in dimethyl sulfoxide (20 ml) was added dropwise. The mixture was stirred for 2 hours, followed by addition of ice-water and extraction with ethyl acetate. The ethyl acetate layer was washed with water and dried over anhydrous magnesium sulfate. The solvent was then distilled off and the residual crude 4-phenyloxazole-5-propionitrile was dissolved in a m...